Dataset: the Open Reaction Database (ORD), a public repository of structured organic reaction records. Task: describe an organic reaction: reactants, conditions, products, and yield Starting materials: CCCCO, CC(C)N1CCNCC1, [Cl-], N#Cc1ccc(-c2ccc(Cl)nn2)cc1, Cl, [NH4+]. Product: CC(C)N1CCN(c2ccc(-c3ccc(C#N)cc3)nn2)CC1. Reaction SMILES: [CH2:28]([OH:29])[CH2:30][CH2:31][CH3:32].[CH:17]([CH3:18])([CH3:19])[N:20]1[CH2:21][CH2:22][NH:23][CH2:24][CH2:25]1.[Cl-:26].[Cl:1][c:2]1[cH:3][cH:4][c:5](-[c:8]2[cH:9][cH:10][c:11]([C:12]#[N:13])[cH:14][cH:15]2)[n:6][n:7]1.[ClH:16].[NH4+:27]>>[c:2]1([N:23]2[CH2:22][CH2:21][N:20]([CH:17]([CH3:18])[CH3:19])[CH2:25][CH2:24]2)[cH:3][cH:4][c:5](-[c:8]2[cH:9][cH:10][c:11]([C:12]#[N:13])[cH:14][cH:15]2)[n:6][n:7]1. The reactants are CC(C)(C)OC(=O)NC1CCC(c2cccc(F)c2F)Cn2c(CCO)cnc21, [H-], CI, [Na+], C1CCOC1. Yields the product COCCc1cnc2n1CC(c1cccc(F)c1F)CCC2NC(=O)OC(C)(C)C. Reaction SMILES: [F:3][c:4]1[c:5]([CH:11]2[CH2:12][CH2:13][CH:14]([NH:24][C:25]([O:26][C:27]([CH3:28])([CH3:29])[CH3:30])=[O:31])[c:15]3[n:16]([c:18]([CH2:21][CH2:22][OH:23])[cH:19][n:20]3)[CH2:17]2)[cH:6][cH:7][cH:8][c:9]1[F:10].[H-:1].[I:32][CH3:33].[Na+:2].[O:34]1[CH2:35][CH2:36][CH2:37][CH2:38]1>>[F:3][c:4]1[c:5]([CH:11]2[CH2:12][CH2:13][CH:14]([NH:24][C:25]([O:26][C:27]([CH3:28])([CH3:29])[CH3:30])=[O:31])[c:15]3[n:16]([c:18]([CH2:21][CH2:22][O:23][CH3:33])[cH:19][n:20]3)[CH2:17]2)[cH:6][cH:7][cH:8][c:9]1[F:10]. Starting materials: CS(C)=O, FC(F)(CI)c1ncccn1, [N-]=[N+]=[N-], [Na+], O. Product: [N-]=[N+]=NCC(F)(F)c1ncccn1. RXN SMILES: [CH3:16][S:17]([CH3:18])=[O:19].[F:1][C:2]([CH2:3][I:4])([F:5])[c:6]1[n:7][cH:8][cH:9][cH:10][n:11]1.[N-:12]=[N+:13]=[N-:14].[Na+:15].[OH2:20]>>[F:1][C:2]([CH2:3][N:12]=[N+:13]=[N-:14])([F:5])[c:6]1[n:7][cH:8][cH:9][cH:10][n:11]1. Reactants: ClC1=CC=2C(C3=CC=CC=C3SC2C=C1)=O (2-chloro-thioxanthone), ClC1=C(C#N)C=CC=C1 (2-chloro-benzonitrile), alkali metal, ClC1=CC=C(C=C1)S (4-chloro-thiophenol). Yields the product ClC1=CC=C(C=C1)SC1=C(C#N)C=CC=C1 (2-(4'-chloro-phenylthio)-benzonitrile). As a reaction SMILES: [Cl:1][C:2]1[CH:15]=[CH:14][C:13]2[S:12][C:11]3[C:6](=[CH:7][CH:8]=[CH:9][CH:10]=3)[C:5](=O)[C:4]=2[CH:3]=1.ClC1C=CC(S)=CC=1.ClC1C=CC=CC=1C#[N:29]>>[Cl:1][C:2]1[CH:15]=[CH:14][C:13]([S:12][C:11]2[CH:10]=[CH:9][CH:8]=[CH:7][C:6]=2[C:5]#[N:29])=[CH:4][CH:3]=1. Reported procedure: Method of preparing 2-chloro-thioxanthone which comprises reacting an alkali metal derivative of 4-chloro-thiophenol with 2-chloro-benzonitrile in an organic solvent to form 2-(4'-chloro-phenylthio)-benzonitrile, hydrolyzing said 2-(4'-chloro-phenylthio)-benzonitrile to form 2-(4'l -chloro-phenylthio)-benzoic acid and cyclising said 2-(4'-chloro-phenylthio)-benzoic acid by dehydration to produce 2-cloro-thioxanthone. The reactants are N1[C@H](CCC1)C#CCN1CCCC1 ((R)-1-[3-(2-pyrrolidinyl)-2-propynyl]pyrrolidine), CN(C(=O)Cl)C (dimethyl carbamoyl chloride), C(C)(=O)OC(C)=O (acetic anhydride). Solvent: CO (MeOH). Yields the product CN(C(=O)N1[C@@H](CCC1)C#CCN1CCCC1)C ((S)-N,N-Dimethyl 2-[3-(1-pyrrolidinyl)-1-propynyl]-1-pyrrolidinecarboxamide). Reaction SMILES: [NH:1]1[CH2:5][CH2:4][CH2:3][C@@H:2]1[C:6]#[C:7][CH2:8][N:9]1[CH2:13][CH2:12][CH2:11][CH2:10]1.[CH3:14][N:15]([CH3:19])[C:16](Cl)=[O:17].C(OC(=O)C)(=O)C>CO>[CH3:14][N:15]([CH3:19])[C:16]([N:1]1[CH2:5][CH2:4][CH2:3][C@H:2]1[C:6]#[C:7][CH2:8][N:9]1[CH2:13][CH2:12][CH2:11][CH2:10]1)=[O:17]. Procedure: This compound was obtained following Example 51, Part A but substituting (S)-1-[3-(2-pyrrolidinyl)-2-propynyl]pyrrolidine for (R)-1-[3-(2-pyrrolidinyl)-2-propynyl]pyrrolidine and dimethyl carbamoyl chloride for acetic anhydride. [α]D -78° (c 1.13, MeOH). Starting materials: N1(CCCCC1)S(=O)(=O)C=1C=C(C(=O)O)C=CC1 (3-(piperidin-1-ylsulfonyl)benzoic acid), C1(=CC=CC=C1)CCN (2-phenylethylamine). Product: C1(=CC=CC=C1)CCNC(C1=CC(=CC=C1)S(=O)(=O)N1CCCCC1)=O (N-(2-phenylethyl)-3-(piperidin-1-ylsulfonyl)benzamide). RXN SMILES: [N:1]1([S:7]([C:10]2[CH:11]=[C:12]([CH:16]=[CH:17][CH:18]=2)[C:13]([OH:15])=O)(=[O:9])=[O:8])[CH2:6][CH2:5][CH2:4][CH2:3][CH2:2]1.[C:19]1([CH2:25][CH2:26][NH2:27])[CH:24]=[CH:23][CH:22]=[CH:21][CH:20]=1>>[C:19]1([CH2:25][CH2:26][NH:27][C:13](=[O:15])[C:12]2[CH:16]=[CH:17][CH:18]=[C:10]([S:7]([N:1]3[CH2:2][CH2:3][CH2:4][CH2:5][CH2:6]3)(=[O:8])=[O:9])[CH:11]=2)[CH:24]=[CH:23][CH:22]=[CH:21][CH:20]=1. Procedure: The entitled compound was produced according to the method of Example 73 but using 3-(piperidin-1-ylsulfonyl)benzoic acid and 2-phenylethylamine as the starting materials. Reactants: C(#N)[BH3-].[Na+] (sodium cyanoborohydride), C(C1=CC=CC=C1)N1N=C2C=C(C=CC2=C1)C=1C=C(N2N=CN=C(C21)N)C2CNCC2 (5-(2-benzyl-2H-indazol-6-yl)-7-pyrrolidin-3-ylpyrrolo[2,1-f][1,2,4]triazin-4-amine), C(C)OC1(CC1)O[Si](C)(C)C ([(1-ethoxycyclopropyl)oxy](trimethyl)silane), C(C)(=O)O (Acetic acid). Run in CO (methanol). Product: C(C1=CC=CC=C1)N1N=C2C=C(C=CC2=C1)C=1C=C(N2N=CN=C(C21)N)C2CN(CC2)C2CC2 (5-(2-benzyl-2H-indazol-6-yl)-7-(1-cyclopropylpyrrolidin-3-yl)pyrrolo[2,1-f][1,2,4]triazin-4-amine). The yield is 29.2%. Reaction SMILES: [CH2:1]([N:8]1[CH:16]=[C:15]2[C:10]([CH:11]=[C:12]([C:17]3[CH:18]=[C:19]([CH:27]4[CH2:31][CH2:30][NH:29][CH2:28]4)[N:20]4[C:25]=3[C:24]([NH2:26])=[N:23][CH:22]=[N:21]4)[CH:13]=[CH:14]2)=[N:9]1)[C:2]1[CH:7]=[CH:6][CH:5]=[CH:4][CH:3]=1.C(O)(=O)C.C(O[C:39]1(O[Si](C)(C)C)[CH2:41][CH2:40]1)C.C([BH3-])#N.[Na+]>CO>[CH2:1]([N:8]1[CH:16]=[C:15]2[C:10]([CH:11]=[C:12]([C:17]3[CH:18]=[C:19]([CH:27]4[CH2:31][CH2:30][N:29]([CH:39]5[CH2:41][CH2:40]5)[CH2:28]4)[N:20]4[C:25]=3[C:24]([NH2:26])=[N:23][CH:22]=[N:21]4)[CH:13]=[CH:14]2)=[N:9]1)[C:2]1[CH:3]=[CH:4][CH:5]=[CH:6][CH:7]=1 |f:3.4|. Reported procedure: (5-(2-benzyl-2H-indazol-6-yl)-7-pyrrolidin-3-ylpyrrolo[2,1-f][1,2,4]triazin-4-amine (100 mg, 0.244 mmol) was dissolved in methanol (3.5 mL). Acetic acid (140 uL, 2.44 mmol) was added followed by a small scoop of activated molecular sieves. [(1-ethoxycyclopropyl)oxy](trimethyl)silane (255 mg, 1.47 mmol) was added to the flask via syringe. Solid sodium cyanoborohydride was added (61 mg, 0.977 mmol) to the reaction which was then heated under nitrogen overnight. The mixture was partitioned between ... Yields the product ClC=1C=CC(=C(N)C1)C (5-Chloro-2-methylaniline). Reactants: ClC1=CC(=C(N)C=C1Cl)C (4,5-dichloro-2-methylaniline). Reported procedure: Following the general procedure I, 0.25 mol of 4,5-dichloro-2-methylaniline in 200 ml of water and 60 ml of concentrated hydrochloric acid are hydrogenated in the presence of the catalyst from Example 1 at 220° C. over the course of 30 minutes under a hydrogen pressure of 100 atmospheres gauge. 5-Chloro-2-methylaniline is obtained in a yield of 82% and a purity of 99%. As a reaction SMILES: Cl[C:2]1[C:8]([Cl:9])=[CH:7][C:5]([NH2:6])=[C:4]([CH3:10])[CH:3]=1>O.Cl>[Cl:9][C:8]1[CH:2]=[CH:3][C:4]([CH3:10])=[C:5]([CH:7]=1)[NH2:6]. The reagents and catalysts are catalyst. Yield: 82.0%. Run in O (water), Cl (hydrochloric acid).